From a dataset of the Open Reaction Database (ORD), a public repository of structured organic reaction records. describe an organic reaction: reactants, conditions, products, and yield The reactants are [Na+], O=C1Cc2cccc(Oc3ccc4ccccc4c3)c2N1, C1COCCO1, [OH-], O. Product: Nc1c(CC(=O)O)cccc1Oc1ccc2ccccc2c1. As a reaction SMILES: [Na+:23].[O:1]=[C:2]1[NH:3][c:4]2[c:5]([O:11][c:12]3[cH:13][c:14]4[cH:15][cH:16][cH:17][cH:18][c:19]4[cH:20][cH:21]3)[cH:6][cH:7][cH:8][c:9]2[CH2:10]1.[O:24]1[CH2:25][CH2:26][O:27][CH2:28][CH2:29]1.[OH-:22].[OH2:30]>>[O:1]=[C:2]([CH2:10][c:9]1[c:4]([NH2:3])[c:5]([O:11][c:12]2[cH:13][c:14]3[cH:15][cH:16][cH:17][cH:18][c:19]3[cH:20][cH:21]2)[cH:6][cH:7][cH:8]1)[OH:22]. Starting materials: CC(C)(C)OC(=O)N1CCC(Cn2cncn2)(C2CCCCC2)CC1, ClCCl, O=C(O)C(F)(F)F, O. The product is c1ncn(CC2(C3CCCCC3)CCNCC2)n1. As a reaction SMILES: [C:1]([O:2][C:3](=[O:4])[N:8]1[CH2:9][CH2:10][C:11]([CH2:14][n:15]2[n:16][cH:17][n:18][cH:19]2)([CH:20]2[CH2:21][CH2:22][CH2:23][CH2:24][CH2:25]2)[CH2:12][CH2:13]1)([CH3:5])([CH3:6])[CH3:7].[Cl:27][CH2:28][Cl:29].[F:30][C:31]([F:32])([F:33])[C:34]([OH:35])=[O:36].[OH2:26]>>[NH:8]1[CH2:9][CH2:10][C:11]([CH2:14][n:15]2[n:16][cH:17][n:18][cH:19]2)([CH:20]2[CH2:21][CH2:22][CH2:23][CH2:24][CH2:25]2)[CH2:12][CH2:13]1. As a reaction SMILES: [Cl:1][C:2]1[CH:24]=[C:23](C#N)[CH:22]=[C:21]([Cl:27])[C:3]=1[C:4]([N:6]1[C:14]2[CH:13]=[C:12]([NH:15][C:16]([CH:18]3[CH2:20][CH2:19]3)=[O:17])[N:11]=[CH:10][C:9]=2[CH:8]=[CH:7]1)=[O:5].N1C2C=C(N(C(C)(CC(C)(C)C)C)C(C3CC3)=O)N=CC=2C=C1.C(C1C=C(Cl)C(C(Cl)=O)=C(Cl)C=1)#N>>[Cl:27][C:21]1[CH:22]=[CH:23][CH:24]=[C:2]([Cl:1])[C:3]=1[C:4]([N:6]1[C:14]2[CH:13]=[C:12]([NH:15][C:16]([CH:18]3[CH2:19][CH2:20]3)=[O:17])[N:11]=[CH:10][C:9]=2[CH:8]=[CH:7]1)=[O:5]. Procedure: N-[1-(2,6-dichloro-4-cyanobenzoyl)-1H-pyrrolo[3,2-c]pyridin-6-yl]cyclopropane carboxamide (Compound No. 137) was prepared from N-(1H-pyrrolo[3,2-c]pyridin-6-yl)-N-(2,4,4-trimethylpentan-2-yl)cyclopropane carboxamide by treating with 4-cyano-2,6-dichlorobenzoyl chloride following a procedure as per step k and l in Example 27. Starting materials: ClC1=C(C(=O)N2C=CC=3C=NC(=CC32)NC(=O)C3CC3)C(=CC(=C1)C#N)Cl (N-[1-(2,6-dichloro-4-cyanobenzoyl)-1H-pyrrolo[3,2-c]pyridin-6-yl]cyclopropane carboxamide), N1C=CC=2C=NC(=CC21)N(C(=O)C2CC2)C(C)(CC(C)(C)C)C (N-(1H-pyrrolo[3,2-c]pyridin-6-yl)-N-(2,4,4-trimethylpentan-2-yl)cyclopropane carboxamide), C(#N)C1=CC(=C(C(=O)Cl)C(=C1)Cl)Cl (4-cyano-2,6-dichlorobenzoyl chloride). Product: ClC1=C(C(=O)N2C=CC=3C=NC(=CC32)NC(=O)C3CC3)C(=CC=C1)Cl (N-[1-(2,6-dichlorobenzoyl)-1H-pyrrolo[3,2-c]pyridin-6-yl]cyclopropanecarboxamide). The reactants are COc1cc2nccc(Oc3ccc(N)nc3)c2cc1OC, CCOC(C)=O, CN(C)C=O, O=C=Nc1ccccc1, O. The product is COc1cc2nccc(Oc3ccc(NC(=O)Nc4ccccc4)nc3)c2cc1OC. RXN SMILES: [CH3:1][O:2][c:3]1[cH:4][c:5]2[c:6]([O:15][c:16]3[cH:17][cH:18][c:19]([NH2:22])[n:20][cH:21]3)[cH:7][cH:8][n:9][c:10]2[cH:11][c:12]1[O:13][CH3:14].[CH3:32][CH2:33][O:34][C:35](=[O:36])[CH3:37].[CH3:39][N:40]([CH3:41])[CH:42]=[O:43].[O:23]=[C:24]=[N:25][c:26]1[cH:27][cH:28][cH:29][cH:30][cH:31]1.[OH2:38]>>[CH3:1][O:2][c:3]1[cH:4][c:5]2[c:6]([O:15][c:16]3[cH:17][cH:18][c:19]([NH:22][C:24](=[O:23])[NH:25][c:26]4[cH:27][cH:28][cH:29][cH:30][cH:31]4)[n:20][cH:21]3)[cH:7][cH:8][n:9][c:10]2[cH:11][c:12]1[O:13][CH3:14]. The reactants are [Na] (sodium), CO (methanol), N1=C(Cl)N=C(Cl)N=C1Cl (cyanuric chloride), C(C)NS(=O)(=O)C(C(C(C(C(C(C(C(F)(F)F)(F)F)(F)F)(F)F)(F)F)(F)F)(F)F)(F)F (N-Ethyl perfluorooctyl sulphonamide). The solvent is CC(=O)C (acetone). Reaction conditions: temperature -65 celsius, time 30 minute. Product: ClC1=NC(=NC(=N1)N(S(=O)(=O)C(C(C(C(C(C(C(C(F)(F)F)(F)F)(F)F)(F)F)(F)F)(F)F)(F)F)(F)F)CC)N(S(=O)(=O)C(C(C(C(C(C(C(C(F)(F)F)(F)F)(F)F)(F)F)(F)F)(F)F)(F)F)(F)F)CC (2-chloro-4,6-bis(N-Ethylperfluorooctylsulphonamido)-1,3,5-triazine). The yield is 59.1%. Reaction SMILES: [Na].CO.[CH2:4]([NH:6][S:7]([C:10]([F:34])([F:33])[C:11]([F:32])([F:31])[C:12]([F:30])([F:29])[C:13]([F:28])([F:27])[C:14]([F:26])([F:25])[C:15]([F:24])([F:23])[C:16]([F:22])([F:21])[C:17]([F:20])([F:19])[F:18])(=[O:9])=[O:8])[CH3:5].[N:35]1[C:42](Cl)=[N:41][C:39](Cl)=[N:38][C:36]=1[Cl:37]>CC(C)=O>[Cl:37][C:36]1[N:35]=[C:42]([N:6]([CH2:4][CH3:5])[S:7]([C:10]([F:34])([F:33])[C:11]([F:31])([F:32])[C:12]([F:29])([F:30])[C:13]([F:27])([F:28])[C:14]([F:25])([F:26])[C:15]([F:23])([F:24])[C:16]([F:21])([F:22])[C:17]([F:20])([F:19])[F:18])(=[O:9])=[O:8])[N:41]=[C:39]([N:6]([CH2:4][CH3:5])[S:7]([C:10]([F:33])([F:34])[C:11]([F:31])([F:32])[C:12]([F:29])([F:30])[C:13]([F:27])([F:28])[C:14]([F:25])([F:26])[C:15]([F:23])([F:24])[C:16]([F:22])([F:21])[C:17]([F:20])([F:19])[F:18])(=[O:9])=[O:8])[N:38]=1 |^1:0|. Reported procedure: Metallic sodium (4.08 g, 177 mmols) was reacted with methanol (150 mls). N-Ethyl perfluorooctyl sulphonamide (93.28 g, 177 mmols) was added, and the resulting solution was stirred for 30 minutes. The methanol was removed at the pump (a vacuum pump was required to remove the final traces of solvent). The resulting sticky solid was dissolved in acetone (300 mls) and cooled to −65° C. under argon. Recrystalised cyanuric chloride (16.33 g, 88.5 mmols) dissolved in acetone (100 mls) was added to the ... Reactants: CN, CO, CC(C)(C)OC(=O)N1CCCC(C2(c3cccc(Cl)c3)CCCC(=O)O2)C1. The product is CNC(=O)CCCC(O)(c1cccc(Cl)c1)C1CCCN(C(=O)OC(C)(C)C)C1. RXN SMILES: [CH3:28][NH2:29].[CH3:30][OH:31].[Cl:1][c:2]1[cH:3][c:4]([C:8]2([CH:15]3[CH2:16][N:17]([C:21](=[O:22])[O:23][C:24]([CH3:25])([CH3:26])[CH3:27])[CH2:18][CH2:19][CH2:20]3)[O:9][C:10](=[O:14])[CH2:11][CH2:12][CH2:13]2)[cH:5][cH:6][cH:7]1>>[Cl:1][c:2]1[cH:3][c:4]([C:8]([OH:9])([CH2:13][CH2:12][CH2:11][C:10](=[O:14])[NH:29][CH3:28])[CH:15]2[CH2:16][N:17]([C:21](=[O:22])[O:23][C:24]([CH3:25])([CH3:26])[CH3:27])[CH2:18][CH2:19][CH2:20]2)[cH:5][cH:6][cH:7]1. Reactants: C(#N)C1=CC=2C3C(C(NC2C=C1)=S)CCC3 (8-cyano-1,2,3,3a,5,9b-hexahydrocyclopenta[c]quinoline-4-thione), N (ammonia). Product: NC1=NC=2C=CC(=CC2C2C1CCC2)C#N (4-Amino-8-cyano-2,3,3a,9b-tetrahydro-1H-cyclopenta[c]quinoline). Yield: 81.0%. RXN SMILES: [C:1]([C:3]1[CH:12]=[CH:11][C:10]2[NH:9][C:8](=S)[CH:7]3[CH2:14][CH2:15][CH2:16][CH:6]3[C:5]=2[CH:4]=1)#[N:2].[NH3:17]>>[NH2:17][C:8]1[CH:7]2[CH2:14][CH2:15][CH2:16][CH:6]2[C:5]2[CH:4]=[C:3]([C:1]#[N:2])[CH:12]=[CH:11][C:10]=2[N:9]=1. Procedure: Analogously to Example 4, 8-cyano-1,2,3,3a,5,9b-hexahydrocyclopenta[c]quinoline-4-thione (40 mg, 0.18 mmol) is reacted with 7N methanolic ammonia solution (10 ml) to form 30 mg (81%) of product. Starting materials: OC(C(=O)N)CCCC (2-hydroxyhexanoic acid amide), OC(C(=O)N)CCCC (2-hydroxyhexanoic acid amide), [Na].C(CCC)C1C(NC(O1)=O)=O (5-butyl-oxazolidin-2,4-dione sodium salt), OC(C(=O)O)CCCC (2-hydroxyhexanoic acid). The product is C(CCC)C1C(NC(O1)=O)=O (5-butyl-oxazolidin-2,4-dione). As a reaction SMILES: OC(CCCC)C(N)=O.[Na].[CH2:11]([CH:15]1[O:19][C:18](=[O:20])[NH:17][C:16]1=[O:21])[CH2:12][CH2:13][CH3:14].OC(CCCC)C(O)=O>>[CH2:11]([CH:15]1[O:19][C:18](=[O:20])[NH:17][C:16]1=[O:21])[CH2:12][CH2:13][CH3:14] |f:1.2,^1:9|. Procedure: A part of the reaction solution was sampled and the components of the reaction solution were analyzed by HPLC, as a result, the concentration of the starting material 2-hydroxyhexanoic acid amide was 1.6 mass % in the solution, the concentration of 5-butyl-oxazolidin-2,4-dione sodium salt as the objective product was 24.0 mass % in the solution and the concentration of 2-hydroxyhexanoic acid was 2.3 mass % in the solution. From these analysis values, the conversion of 2-hydroxyhexanoic acid amid... The reactants are COC(COC1=C(C=C(C=C1OC)C=O)OC)=O ((4-formyl-2,6-dimethoxy-phenoxy)-acetic acid methyl ester), [Cr](=O)(=O)([O-])O[Cr](=O)(=O)[O-].[NH+]1=CC=CC=C1.[NH+]1=CC=CC=C1 (pyridinium dichromate), C(#C)C=1C(=CC(=C(C1)C=1SC=CC1)OC)OC (2-(5-ethynyl-2,4-dimethoxy-phenyl)-thiophene), C(CCC)[Li] (n-Butyllithium), solution. Solvent: C1CCOC1 (THF), C1CCOC1 (THF), hexanes. Conditions: time 15 minute. Yields the product COC(COC1=C(C=C(C=C1OC)C(C#CC1=C(C=C(C(=C1)C=1SC=CC1)OC)OC)=O)OC)=O ({4-[3-(2,4-dimethoxy-5-thiophen-2-yl-phenyl)-propynoyl]-2,6-dimethoxy-phenoxy}-acetic acid methyl ester). Isolated yield 49.2%. Reaction SMILES: [C:1]([C:3]1[C:4]([O:16][CH3:17])=[CH:5][C:6]([O:14][CH3:15])=[C:7]([C:9]2[S:10][CH:11]=[CH:12][CH:13]=2)[CH:8]=1)#[CH:2].C([Li])CCC.[CH3:23][O:24][C:25](=[O:40])[CH2:26][O:27][C:28]1[C:33]([O:34][CH3:35])=[CH:32][C:31]([CH:36]=[O:37])=[CH:30][C:29]=1[O:38][CH3:39].[Cr](O[Cr]([O-])(=O)=O)([O-])(=O)=O.[NH+]1C=CC=CC=1.[NH+]1C=CC=CC=1>C1COCC1>[CH3:23][O:24][C:25](=[O:40])[CH2:26][O:27][C:28]1[C:33]([O:34][CH3:35])=[CH:32][C:31]([C:36](=[O:37])[C:2]#[C:1][C:3]2[CH:8]=[C:7]([C:9]3[S:10][CH:11]=[CH:12][CH:13]=3)[C:6]([O:14][CH3:15])=[CH:5][C:4]=2[O:16][CH3:17])=[CH:30][C:29]=1[O:38][CH3:39] |f:3.4.5|. Procedure details: Ex-3: A solution of 2-(5-ethynyl-2,4-dimethoxy-phenyl)-thiophene (1.0 g, 4.09 mmol) from Ex-1B in THF (35 mL) was cooled to −78° C. n-Butyllithium (4.62 mmol, 1.85 mL of a 2.5 M solution in hexanes) was added over 15 min while maintaining an internal temperature below −50° C. After aging for 15 min at −78° C., the reaction was transferred via cannula over 5 min to a cold (−78° C.) solution of (4-formyl-2,6-dimethoxy-phenoxy)-acetic acid methyl ester (1.15 g, 4.52 mmol) from Ex-3A in THF (25 mL).... The reactants are CC(C)=O, ClCCC(CCCl)c1ccc2c(c1)OCO2, NCC1CN(c2ccccc2)C(=O)O1, O. Yields the product O=C1OC(CN2CCC(c3ccc4c(c3)OCO4)CC2)CN1c1ccccc1. RXN SMILES: [CH3:31][C:32](=[O:33])[CH3:34].[Cl:15][CH2:16][CH2:17][CH:18]([CH2:19][CH2:20][Cl:21])[c:22]1[cH:23][c:24]2[c:25]([cH:26][cH:27]1)[O:28][CH2:29][O:30]2.[NH2:1][CH2:2][CH:3]1[CH2:4][N:5]([c:9]2[cH:10][cH:11][cH:12][cH:13][cH:14]2)[C:6](=[O:8])[O:7]1.[OH2:35]>>[N:1]1([CH2:2][CH:3]2[CH2:4][N:5]([c:9]3[cH:10][cH:11][cH:12][cH:13][cH:14]3)[C:6](=[O:8])[O:7]2)[CH2:16][CH2:17][CH:18]([c:22]2[cH:23][c:24]3[c:25]([cH:26][cH:27]2)[O:28][CH2:29][O:30]3)[CH2:19][CH2:20]1.